describe an organic reaction: reactants, conditions, products, and yield From a dataset of the Open Reaction Database (ORD), a public repository of structured organic reaction records. Starting materials: ClC1=C(C=C(C=C1)O)C(C(C(F)(F)F)(O)C=1C=CC2=C(N(C(CO2)=O)C)C1)C (6-[2-(2-Chloro-5-hydroxy-phenyl)-1-hydroxy-1-trifluoromethyl-propyl]-4-methyl-4H-benzo[1,4]oxazin-3-one), C(C)OC(CBr)=O (ethylbromoacetate), C([O-])([O-])=O.[Cs+].[Cs+] (cesium carbonate). Yields the product C(C)OC(COC1=CC(=C(C=C1)Cl)C(C(C(F)(F)F)(C=1C=CC2=C(N(C(CO2)=O)C)C1)O)C)=O ({4-Chloro-3-[3,3,3-trifluoro-2-hydroxy-1-methyl-2-(4-methyl-3-oxo-3,4-dihydro-2H-benzo[1,4]oxazin-6-yl)-propyl]-phenoxy}-acetic acid ethyl ester). RXN SMILES: [Cl:1][C:2]1[CH:7]=[CH:6][C:5]([OH:8])=[CH:4][C:3]=1[CH:9]([CH3:28])[C:10]([C:16]1[CH:17]=[CH:18][C:19]2[O:24][CH2:23][C:22](=[O:25])[N:21]([CH3:26])[C:20]=2[CH:27]=1)([OH:15])[C:11]([F:14])([F:13])[F:12].[CH2:29]([O:31][C:32](=[O:35])[CH2:33]Br)[CH3:30].C(=O)([O-])[O-].[Cs+].[Cs+]>>[CH2:29]([O:31][C:32](=[O:35])[CH2:33][O:8][C:5]1[CH:6]=[CH:7][C:2]([Cl:1])=[C:3]([CH:9]([CH3:28])[C:10]([OH:15])([C:16]2[CH:17]=[CH:18][C:19]3[O:24][CH2:23][C:22](=[O:25])[N:21]([CH3:26])[C:20]=3[CH:27]=2)[C:11]([F:12])([F:13])[F:14])[CH:4]=1)[CH3:30] |f:2.3.4|. Procedure: In analogy to Example 1, step 5, 6-[2-(2-chloro-5-hydroxy-phenyl)-1-hydroxy-1-trifluoromethyl-propyl]-4-methyl-4H-benzo[1,4]oxazin-3-one (Example 1, step 4) was reacted with ethylbromoacetate and cesium carbonate to give the title compound as a colorless solid. MS (m/e, ISP neg. ion)=500.2 [M−H+]. Product: CC=1C=CC(=CC1)S(=O)(=O)O (p-toluenesulfonate). Reagents/catalysts: [Pd] (palladium on carbon). As a reaction SMILES: O.[C:2]1([CH3:12])[CH:7]=[CH:6][C:5]([S:8]([OH:11])(=[O:10])=[O:9])=[CH:4][CH:3]=1.[H][H]>[Pd].CO>[CH3:12][C:2]1[CH:7]=[CH:6][C:5]([S:8]([OH:11])(=[O:10])=[O:9])=[CH:4][CH:3]=1 |f:0.1|. Procedure: A mixture of 5-nitro-3,4-dihydro-2H-benzo[1,4]oxazin-3-yl)-methanol (10.0 g, 47.6 mmole), p-toluenesulfonic acid monohydrate (19.0 g, 0.1 mole) and 1.0 g of 10% palladium on carbon in 250 mL of methanol was treated with 50 psi of hydrogen on a Parr shaker for 2 hours. The catalyst was filtered and washed with additional methanol. The solvent was evaporated in vacuum to yield 28 g of the p-toluenesulfonate of the title compound as a pink solid. This compound was used for the next step without fur... The solvent is CO (methanol), CO (methanol). Isolated yield 162.6%. Reactants: O.C1(=CC=C(C=C1)S(=O)(=O)O)C (p-toluenesulfonic acid monohydrate), [H][H] (hydrogen).